This data is from the Open Reaction Database (ORD), a public repository of structured organic reaction records. The task is: describe an organic reaction: reactants, conditions, products, and yield Reactants: OCC=C(C)CCC=C(C)CCC=C(C)C (farnesol), C(C(C)C)(=O)Cl (isobutyryl chloride). Yields the product C(C(C)C)(=O)OCC=C(C)CCC=C(C)CCC=C(C)C (FARNESYL ISOBUTYRATE). The yield is 7.7%. Reaction SMILES: [OH:1][CH2:2][CH:3]=[C:4]([CH2:6][CH2:7][CH:8]=[C:9]([CH2:11][CH2:12][CH:13]=[C:14]([CH3:16])[CH3:15])[CH3:10])[CH3:5].[C:17](Cl)(=[O:21])[CH:18]([CH3:20])[CH3:19]>>[C:17]([O:1][CH2:2][CH:3]=[C:4]([CH2:6][CH2:7][CH:8]=[C:9]([CH2:11][CH2:12][CH:13]=[C:14]([CH3:16])[CH3:15])[CH3:10])[CH3:5])(=[O:21])[CH:18]([CH3:20])[CH3:19]. Procedure details: A mixture of farnesol (356 mg, 1.6 mmol) and isobutyryl chloride (407 mg, 3.8 mmol) was refluxed for 2 hours. Extraction with hexane, and purification yielded 35.9 mg (yield: 7.8%) of oil having the following physical properties. The reactants are CC#N, CCc1ccccc1NCC(=O)OC, CCOC(C)=O, O=C(O)CCCc1ccncc1. Yields the product CCc1ccccc1N(CC(=O)OC)C(=O)CCCc1ccncc1. As a reaction SMILES: [CH3:13][C:14]#[N:15].[CH3:16][O:17][C:18]([CH2:19][NH:20][c:21]1[c:22]([CH2:23][CH3:24])[cH:25][cH:26][cH:27][cH:28]1)=[O:29].[CH3:30][CH2:31][O:32][C:33]([CH3:34])=[O:35].[n:1]1[cH:2][cH:3][c:4]([CH2:7][CH2:8][CH2:9][C:10](=[O:11])[OH:12])[cH:5][cH:6]1>>[n:1]1[cH:2][cH:3][c:4]([CH2:7][CH2:8][CH2:9][C:10](=[O:12])[N:20]([CH2:19][C:18]([O:17][CH3:16])=[O:29])[c:21]2[c:22]([CH2:23][CH3:24])[cH:25][cH:26][cH:27][cH:28]2)[cH:5][cH:6]1.